From a dataset of the Open Reaction Database (ORD), a public repository of structured organic reaction records. describe an organic reaction: reactants, conditions, products, and yield Starting materials: CCCCC(NC(=O)C(Cc1ccc(O)cc1)NC(=O)OC(C)(C)C)C(=O)O, CC(C)COC(=O)Cl, CN1CCOCC1, CCOC(C)=O, COC(=O)C12CC3CC(CC(N)(C3)C1C(=O)C(Cc1ccccc1)NC(=O)CN)C2, C1CCOC1. The product is CCCCC(NC(=O)C(Cc1ccc(O)cc1)NC(=O)OC(C)(C)C)C(=O)NCC(=O)NC(Cc1ccccc1)C(=O)C1C2(N)CC3CC(C2)CC1(C(=O)OC)C3. Reaction SMILES: [C:1](=[O:2])([O:3][C:4]([CH3:5])([CH3:6])[CH3:7])[NH:8][CH:9]([CH2:10][c:11]1[cH:12][cH:13][c:14]([OH:17])[cH:15][cH:16]1)[C:18](=[O:19])[NH:20][CH:21]([CH2:22][CH2:23][CH2:24][CH3:25])[C:26](=[O:27])[OH:28].[CH2:36]([O:37][C:38]([Cl:39])=[O:40])[CH:41]([CH3:42])[CH3:43].[CH3:29][N:30]1[CH2:31][CH2:32][O:33][CH2:34][CH2:35]1.[CH3:79][CH2:80][O:81][C:82](=[O:83])[CH3:84].[NH2:44][CH2:45][C:46](=[O:47])[NH:48][CH:49]([CH2:50][c:51]1[cH:52][cH:53][cH:54][cH:55][cH:56]1)[C:57](=[O:58])[CH:59]1[C:60]2([C:70](=[O:71])[O:72][CH3:73])[CH2:61][CH:62]3[CH2:63][CH:64]([CH2:65][C:66]1([NH2:68])[CH2:67]3)[CH2:69]2.[O:74]1[CH2:75][CH2:76][CH2:77][CH2:78]1>>[C:1](=[O:2])([O:3][C:4]([CH3:5])([CH3:6])[CH3:7])[NH:8][CH:9]([CH2:10][c:11]1[cH:12][cH:13][c:14]([OH:17])[cH:15][cH:16]1)[C:18](=[O:19])[NH:20][CH:21]([CH2:22][CH2:23][CH2:24][CH3:25])[C:26](=[O:27])[NH:44][CH2:45][C:46](=[O:47])[NH:48][CH:49]([CH2:50][c:51]1[cH:52][cH:53][cH:54][cH:55][cH:56]1)[C:57](=[O:58])[CH:59]1[C:60]2([C:70](=[O:71])[O:72][CH3:73])[CH2:61][CH:62]3[CH2:63][CH:64]([CH2:65][C:66]1([NH2:68])[CH2:67]3)[CH2:69]2.